This data is from the Open Reaction Database (ORD), a public repository of structured organic reaction records. The task is: describe an organic reaction: reactants, conditions, products, and yield Reactants: NC1=C(C(=NC2=CC=CC(=C12)OC[C@H](C)N)C)C(=O)OCC ((S)-ethyl 4-amino-5-(2-aminopropoxy)-2-methylquinoline-3-carboxylate), OCCCOC=1C=C(C(=O)O)C=CC1OC (3-(3-hydroxypropoxy)-4-methoxybenzoic acid). The product is NC1=C(C(=NC2=CC=CC(=C12)OC[C@H](C)NC(C1=CC(=C(C=C1)OC)OCCCO)=O)C)C(=O)OCC ((S)-ethyl 4-amino-5-(2-(3-(3-hydroxypropoxy)-4-methoxybenzamido)propoxy)-2-methylquinoline-3-carboxylate). As a reaction SMILES: [NH2:1][C:2]1[C:11]2[C:6](=[CH:7][CH:8]=[CH:9][C:10]=2[O:12][CH2:13][C@@H:14]([NH2:16])[CH3:15])[N:5]=[C:4]([CH3:17])[C:3]=1[C:18]([O:20][CH2:21][CH3:22])=[O:19].[OH:23][CH2:24][CH2:25][CH2:26][O:27][C:28]1[CH:29]=[C:30]([CH:34]=[CH:35][C:36]=1[O:37][CH3:38])[C:31](O)=[O:32]>>[NH2:1][C:2]1[C:11]2[C:6](=[CH:7][CH:8]=[CH:9][C:10]=2[O:12][CH2:13][C@@H:14]([NH:16][C:31](=[O:32])[C:30]2[CH:34]=[CH:35][C:36]([O:37][CH3:38])=[C:28]([O:27][CH2:26][CH2:25][CH2:24][OH:23])[CH:29]=2)[CH3:15])[N:5]=[C:4]([CH3:17])[C:3]=1[C:18]([O:20][CH2:21][CH3:22])=[O:19]. Procedure details: Prepared as in Example 24a from (S)-ethyl 4-amino-5-(2-aminopropoxy)-2-methyl-quinoline-3-carboxylate (Example 26b) and 3-(3-hydroxypropoxy)-4-methoxybenzoic acid as a brown solid. MS 512 (MH+). Reactants: C(C)(C)(C)NC(=O)C1=CN(C2=NC=C(N=C21)NC=2C=NN(C2)C)COCC[Si](C)(C)C (N-tert-butyl-2-(1-methyl-1H-pyrazol-4-ylamino)-5-((2-(trimethylsilyl)ethoxy)methyl)-5H-pyrrolo[2,3-b]pyrazine-7-carboxamide), FC(C(=O)O)(F)F (trifluoroacetic acid). Solvent: ClCCl (dichloromethane). Reaction conditions: time 16 hour. The product is C(C)(C)(C)NC(=O)C1=CNC2=NC=C(N=C21)NC=2C=NN(C2)C (N-tert-butyl-2-(1-methyl-1H-pyrazol-4-ylamino)-5H-pyrrolo[2,3-b]pyrazine-7-carboxamide). Yield: 92.0%. Reaction SMILES: [C:1]([NH:5][C:6]([C:8]1[C:16]2[C:11](=[N:12][CH:13]=[C:14]([NH:17][C:18]3[CH:19]=[N:20][N:21]([CH3:23])[CH:22]=3)[N:15]=2)[N:10](COCC[Si](C)(C)C)[CH:9]=1)=[O:7])([CH3:4])([CH3:3])[CH3:2].FC(F)(F)C(O)=O>ClCCl>[C:1]([NH:5][C:6]([C:8]1[C:16]2[C:11](=[N:12][CH:13]=[C:14]([NH:17][C:18]3[CH:19]=[N:20][N:21]([CH3:23])[CH:22]=3)[N:15]=2)[NH:10][CH:9]=1)=[O:7])([CH3:4])([CH3:3])[CH3:2]. Procedure: To a solution of N-tert-butyl-2-(1-methyl-1H-pyrazol-4-ylamino)-5-((2-(trimethylsilyl)ethoxy)methyl)-5H-pyrrolo[2,3-b]pyrazine-7-carboxamide (89 mg, 201 mol) in dichloromethane (3 mL) was added trifluoroacetic acid (458 mg, 309 μL, 4.01 mmol) and the reaction mixture stirred at room temperature for 16 h. The mixture was concentrated in vacuo then dissolved in dichloromethane (3 mL), methanol (1.5 mL) and ammonium hydroxide (0.45 mL) and the mixture stirred at room temperature for 1 h. After conc... Starting materials: N1(CCCCC1)CC=1C=C(OCCCN)C=CC1 (3-[3-(Piperidinomethyl)phenoxy]propylamine), ClC1=NC2=CC=CC=C2C(=C1)OCC (2-chloro-4-ethoxyquinoline), C(=O)(O)[O-].[Na+] (NaHCO3). The solvent is Cl (HCl), O (water). Reaction conditions: temperature 160 celsius, time 4 hour. Yields the product N1(CCCCC1)CC=1C=C(OCCCNC2=NC3=CC=CC=C3C(=C2)OCC)C=CC1 (2-[3-[3-(piperidinomethyl)phenoxy]propylamino]-4-ethoxyquinoline). The yield is 94.5%. RXN SMILES: [N:1]1([CH2:7][C:8]2[CH:9]=[C:10]([CH:16]=[CH:17][CH:18]=2)[O:11][CH2:12][CH2:13][CH2:14][NH2:15])[CH2:6][CH2:5][CH2:4][CH2:3][CH2:2]1.Cl[C:20]1[CH:29]=[C:28]([O:30][CH2:31][CH3:32])[C:27]2[C:22](=[CH:23][CH:24]=[CH:25][CH:26]=2)[N:21]=1.C([O-])(O)=O.[Na+]>Cl.O>[N:1]1([CH2:7][C:8]2[CH:9]=[C:10]([CH:16]=[CH:17][CH:18]=2)[O:11][CH2:12][CH2:13][CH2:14][NH:15][C:20]2[CH:29]=[C:28]([O:30][CH2:31][CH3:32])[C:27]3[C:22](=[CH:23][CH:24]=[CH:25][CH:26]=3)[N:21]=2)[CH2:6][CH2:5][CH2:4][CH2:3][CH2:2]1 |f:2.3|. Procedure details: 3-[3-(Piperidinomethyl)phenoxy]propylamine (9.93 g) and 2-chloro-4-ethoxyquinoline (4.15 g) were heated, with stirring, at 160° C. for 41/4 hours. The reaction mixture was cooled to give a glass which was dissolved in dilute HCl to give a solution having a pH of 6. This solution was washed with diethyl ether (2×), taken to pH 5 and extracted continuously into chloroform. The chloroform extract was evaporated under reduced pressure to give a residue which was dissolved in water, taken to pH 9 wit... The reactants are [Br-].CC1=C(SC(=C1C)C)C[P+](C1=CC=CC=C1)(C1=CC=CC=C1)C1=CC=CC=C1 ((3,4,5-trimethyl-2-thenyl)triphenyl phosphonium bromide), C(C)OC(C=C(C=CC=C(C)C=O)C)=O (3-methyl-7-formyl-octa-2,4,6-trienoic acid ethyl ester). Solvent: CO.O (methanol water), C1CCCO1 (butylene oxide). Yields the product C(C)OC(C=C(\C=C\C=C(C=CC=1SC(=C(C1C)C)C)C)C)=O (trans-3,7-dimethyl-9-(3,4,5-trimethyl-2-thienyl)-2,4,6,8-nonatetraenoic acid ethyl ester). Reaction SMILES: [Br-].[CH3:2][C:3]1[C:7]([CH3:8])=[C:6]([CH3:9])[S:5][C:4]=1[CH2:10][P+](C1C=CC=CC=1)(C1C=CC=CC=1)C1C=CC=CC=1.[CH2:30]([O:32][C:33](=[O:44])[CH:34]=[C:35]([CH3:43])[CH:36]=[CH:37][CH:38]=[C:39]([CH:41]=O)[CH3:40])[CH3:31]>C1OCCC1.CO.O>[CH2:30]([O:32][C:33](=[O:44])[CH:34]=[C:35]([CH3:43])/[CH:36]=[CH:37]/[CH:38]=[C:39]([CH3:41])[CH:40]=[CH:10][C:4]1[S:5][C:6]([CH3:9])=[C:7]([CH3:8])[C:3]=1[CH3:2])[CH3:31] |f:0.1,4.5|. Procedure: 3.2 G. of (3,4,5-trimethyl-2-thenyl)triphenyl phosphonium bromide were suspended in 80 ml of butylene oxide and 1.5 g. of 3-methyl-7-formyl-octa-2,4,6-trienoic acid ethyl ester were added. The resulting mixture was refluxed under argon for one hour after which the solvent was evaporated. The residue which formed was diluted with a mixture of methanol/water (6:4) and extracted four times with hexane. The combined hexane solutions were washed once with methanol/water (6:4) and twice with pure wate...